From a dataset of the Open Reaction Database (ORD), a public repository of structured organic reaction records. describe an organic reaction: reactants, conditions, products, and yield Reactants: N1=CC=CC=C1 (pyridine), C(CC)NCCC (di(n-propyl)amine), S(Cl)Cl (sulphur dichloride). Solvent: ClCCl (dichloromethane), ClCCl (dichloromethane), ClCCl (dichloromethane). Conditions: time 15 minute. Yields the product C(CC)N(SCl)CCC (di(n-propyl)aminosulphenyl chloride). Reaction SMILES: [S:1]([Cl:3])Cl.N1C=CC=CC=1.[CH2:10]([NH:13][CH2:14][CH2:15][CH3:16])[CH2:11][CH3:12]>ClCCl>[CH2:10]([N:13]([CH2:14][CH2:15][CH3:16])[S:1][Cl:3])[CH2:11][CH3:12]. Procedure details: 22.7 g of sulphur dichloride in 100 ml of dichloromethane was cooled to -5° C. and a solution of 17.4 g of pyridine in 50 ml of dichloromethane was added, over 30 minutes, while the temperature was maintained between -5° and 0° C. The resulting solution was stirred for 15 minutes and a solution of 20.2 g of di(n-propyl)amine dissolved in 50 ml of dichloromethane was added, over 30 minutes, while the temperature was maintained between -5° and 0° C. The resulting solution was stirred for 2 hours, ...